From a dataset of the Open Reaction Database (ORD), a public repository of structured organic reaction records. describe an organic reaction: reactants, conditions, products, and yield Starting materials: COc1ccc2c(c1)c(=O)nc(-c1ccccc1)n2C, COc1ccc(P2(=S)SP(=S)(c3ccc(OC)cc3)S2)cc1, Cc1ccccc1. The product is COc1ccc2c(c1)c(=S)nc(-c1ccccc1)n2C. Reaction SMILES: [CH3:1][O:2][c:3]1[cH:4][c:5]2[c:6](=[O:20])[n:7][c:8](-[c:14]3[cH:15][cH:16][cH:17][cH:18][cH:19]3)[n:9]([CH3:13])[c:10]2[cH:11][cH:12]1.[CH3:21][O:22][c:23]1[cH:24][cH:25][c:26]([P:27]2(=[S:30])[S:28][P:29]([c:31]3[cH:32][cH:33][c:34]([O:35][CH3:36])[cH:37][cH:38]3)(=[S:39])[S:40]2)[cH:41][cH:42]1.[CH3:43][c:44]1[cH:45][cH:46][cH:47][cH:48][cH:49]1>>[CH3:1][O:2][c:3]1[cH:4][c:5]2[c:6](=[S:30])[n:7][c:8](-[c:14]3[cH:15][cH:16][cH:17][cH:18][cH:19]3)[n:9]([CH3:13])[c:10]2[cH:11][cH:12]1. Starting materials: O=C1CCC(=O)N1Br, CCOc1ccc(CN2C(=O)c3ccccc3C2=O)c(F)c1OCC, CC#N. The product is CCOc1cc(Br)c(CN2C(=O)c3ccccc3C2=O)c(F)c1OCC. RXN SMILES: [Br:1][N:2]1[C:3](=[O:4])[CH2:5][CH2:6][C:7]1=[O:8].[CH2:9]([CH3:10])[O:11][c:12]1[c:13]([F:33])[c:14]([CH2:15][N:16]2[C:17](=[O:26])[c:18]3[cH:19][cH:20][cH:21][cH:22][c:23]3[C:24]2=[O:25])[cH:27][cH:28][c:29]1[O:30][CH2:31][CH3:32].[CH3:34][C:35]#[N:36]>>[Br:1][c:27]1[c:14]([CH2:15][N:16]2[C:17](=[O:26])[c:18]3[cH:19][cH:20][cH:21][cH:22][c:23]3[C:24]2=[O:25])[c:13]([F:33])[c:12]([O:11][CH2:9][CH3:10])[c:29]([O:30][CH2:31][CH3:32])[cH:28]1. Starting materials: OC1=C(C=CC(=C1CCC)O)C(C)=O (1-[2,4-dihydroxy-3-propylphenyl)ethanone), C(C)OC(COC1=C(C(=C(C=C1)C(C)=O)OCCCCCBr)CCC)=O ([4-acetyl-3-[(5-bromopentyl)oxy]-2-propylphenoxy]acetic acid ethyl ester), C([O-])([O-])=O.[K+].[K+] (potassium carbonate). The solvent is CC(=O)C (acetone), CN(C=O)C (dimethylformamide). Yields the product C(C)OC(COC1=C(C(=C(C=C1)C(C)=O)OCCCCCOC1=C(C(=C(C=C1)C(C)=O)O)CCC)CCC)=O ([4-acetyl-3-[5-(4-acetyl-3-hydroxy-2-propylphenoxy)pentyloxy]-2-propylphenoxy] acetic acid ethyl ester). Yield: 59.1%. RXN SMILES: [OH:1][C:2]1[C:7]([CH2:8][CH2:9][CH3:10])=[C:6]([OH:11])[CH:5]=[CH:4][C:3]=1[C:12](=[O:14])[CH3:13].[CH2:15]([O:17][C:18](=[O:40])[CH2:19][O:20][C:21]1[CH:26]=[CH:25][C:24]([C:27](=[O:29])[CH3:28])=[C:23]([O:30][CH2:31][CH2:32][CH2:33][CH2:34][CH2:35]Br)[C:22]=1[CH2:37][CH2:38][CH3:39])[CH3:16].C(=O)([O-])[O-].[K+].[K+]>CC(C)=O.CN(C)C=O>[CH2:15]([O:17][C:18](=[O:40])[CH2:19][O:20][C:21]1[CH:26]=[CH:25][C:24]([C:27](=[O:29])[CH3:28])=[C:23]([O:30][CH2:31][CH2:32][CH2:33][CH2:34][CH2:35][O:11][C:6]2[CH:5]=[CH:4][C:3]([C:12](=[O:14])[CH3:13])=[C:2]([OH:1])[C:7]=2[CH2:8][CH2:9][CH3:10])[C:22]=1[CH2:37][CH2:38][CH3:39])[CH3:16] |f:2.3.4|. Procedure details: A mixture of 3.0 g of 1-[2,4-dihydroxy-3-propylphenyl)ethanone, 6.65 g of [4-acetyl-3-[(5-bromopentyl)oxy]-2-propylphenoxy]acetic acid ethyl ester and 4.3 g of anhydrous potassium carbonate in 100 ml of anhydrous acetone and 50 ml of anhydrous dimethylformamide was stirred at reflux for 24 hours. The reaction mixture was concentrated in vacuo to a red oil which was purified by high pressure liquid chromatography using 25% ethyl acetate-hexane to yield 4.95 g (59%) of [4-acetyl-3-[5-(4-acetyl-3-h...